From a dataset of the Open Reaction Database (ORD), a public repository of structured organic reaction records. describe an organic reaction: reactants, conditions, products, and yield Starting materials: COc1cc2c(cc1OC)C(=O)C(CC1CCN(Cc3ccccc3)CC1)C2, CC(=O)Oc1ccccc1C(=O)O, CCOC(C)=O, CC(C)=O. The product is COc1cc2c(cc1OC)C(=O)C(CC1CCN(Cc3ccccc3)CC1)C2, CC(=O)Oc1ccccc1C(=O)[O-]. As a reaction SMILES: [CH3:1][O:2][c:3]1[cH:4][c:5]2[c:24]([cH:25][c:26]1[O:27][CH3:28])[C:22](=[O:23])[CH:7]([CH2:8][CH:9]1[CH2:10][CH2:11][N:12]([CH2:15][c:16]3[cH:17][cH:18][cH:19][cH:20][cH:21]3)[CH2:13][CH2:14]1)[CH2:6]2.[CH3:29][C:30](=[O:31])[O:32][c:33]1[cH:34][cH:35][cH:36][cH:37][c:38]1[C:39]([OH:40])=[O:41].[CH3:42][CH2:43][O:44][C:45](=[O:46])[CH3:47].[CH3:48][C:49](=[O:50])[CH3:51]>>[CH3:1][O:2][c:3]1[cH:4][c:5]2[c:24]([cH:25][c:26]1[O:27][CH3:28])[C:22](=[O:23])[CH:7]([CH2:8][CH:9]1[CH2:10][CH2:11][N:12]([CH2:15][c:16]3[cH:17][cH:18][cH:19][cH:20][cH:21]3)[CH2:13][CH2:14]1)[CH2:6]2.[CH3:29][C:30](=[O:31])[O:32][c:33]1[cH:34][cH:35][cH:36][cH:37][c:38]1[C:39](=[O:40])[O-:41]. The reactants are C(C(C)C)(=O)O (isobutyric acid), NCC(C)N (1,2-diaminopropane). Yields the product C(C)(C)C=1NC[C@@H](N1)C (2-isopropyl-4(5)-methylimidazoline). Yield: 80.0%. As a reaction SMILES: [C:1](O)(=O)[CH:2]([CH3:4])[CH3:3].[NH2:7][CH2:8][CH:9]([NH2:11])[CH3:10]>>[CH:2]([C:1]1[NH:7][CH2:8][C@H:9]([CH3:10])[N:11]=1)([CH3:4])[CH3:3]. Reported procedure: The procedure described in Example 5 is followed except that 176 parts of isobutyric acid and 162.8 parts of 1,2-diaminopropane are employed. 201 parts of 2-isopropyl-4(5)-methylimidazoline (80% of theory, based on isobutyric acid employed) of boiling point 105°-106° C./32 mbar are obtained. The reactants are C1(CCCCCCCCC1)C(=C(C(=O)[O-])C1CCCCCCCCC1)C1CCCCCCCCC1 (tricyclodecanylacrylate), C(C(=C)C)(=O)O (methacrylic acid), C(C(=C)C)(=O)OCCOCCOC12CC3CC(CC(C1)C3)C2 (adamantyloxyethoxyethyl methacrylate). Yields the product C(C(=C)C)(=O)OCCOCC (ethoxyethyl methacrylate). As a reaction SMILES: C1(C(C2CCCCCCCCC2)=C(C2CCCCCCCCC2)C([O-])=O)CCCCCCCCC1.C(O)(=O)C(C)=C.[C:42]([O:47][CH2:48][CH2:49][O:50][CH2:51][CH2:52]OC12CC3CC(CC(C3)C1)C2)(=[O:46])[C:43]([CH3:45])=[CH2:44]>>[C:42]([O:47][CH2:48][CH2:49][O:50][CH2:51][CH3:52])(=[O:46])[C:43]([CH3:45])=[CH2:44]. Procedure: In the same way as the embodiment 1, synthesis of terpolymer was performed using 3.4 grams (0.0166 mols) of tricyclodecanylacrylate, 0.7 grams (0.0083 mols) of methacrylic acid, and 5 grams (0.0166 mols) of adamantyloxyethoxyethyl methacrylate, which is a compound having been obtained in the synthesis example 7, in place of ethoxyethyl methacrylate. As a result, there was obtained 5.4 grams of poly (tricyclodecylacrylate-adamantyloxyethoxyethyl methacrylate-methacrylic acid). The yield was 60%. Starting materials: 5, ClC1=CC=C(CC2=NC3=CC=C(C=C3C(=C2C(=O)N)O)C#CCO)C=C1 (4-chlorobenzyl-4-hydroxy-6-(3-hydroxy-1-propynyl)-3-quinolinecarboxamide), O (Water), C(=O)([O-])[O-].[K+].[K+] (K2CO3), Cl.ClCCN1CCOCC1 (4-(2-chloroethyl)morpholine hydrochloride). Solvent: CN(C)C=O (DMF). Run at temperature 90 celsius. The product is ClC1=CC=C(CNC(=O)C2=CN(C3=CC=C(C=C3C2=O)C#CCO)CCN2CCOCC2)C=C1 (N-(4-Chlorobenzyl)-6-(3-hydroxy-1-propynyl)-1-[2-(4-morpholinyl)ethyl]-4-oxo-1,4-dihydro-3-quinolinecarboxamide). As a reaction SMILES: ClC1C=CC(C[C:7]2[C:16]([C:17]([NH2:19])=[O:18])=[C:15]([OH:20])[C:14]3[C:9](=[CH:10][CH:11]=[C:12]([C:21]#[C:22][CH2:23][OH:24])[CH:13]=3)[N:8]=2)=CC=1.C([O-])([O-])=O.[K+].[K+].[ClH:33].Cl[CH2:35][CH2:36][N:37]1[CH2:42][CH2:41][O:40][CH2:39][CH2:38]1.O>CN(C=O)C>[Cl:33][C:9]1[CH:14]=[CH:13][C:12]([CH2:21][NH:19][C:17]([C:16]2[C:15](=[O:20])[C:14]3[C:9](=[CH:10][CH:11]=[C:12]([C:21]#[C:22][CH2:23][OH:24])[CH:13]=3)[N:8]([CH2:35][CH2:36][N:37]3[CH2:42][CH2:41][O:40][CH2:39][CH2:38]3)[CH:7]=2)=[O:18])=[CH:11][CH:10]=1 |f:1.2.3,4.5|. Reported procedure: A solution of N-(4-chlorobenzyl-4-hydroxy-6-(3-hydroxy-1-propynyl)-3-quinolinecarboxamide from Preparation No. 5 (0.458 g) is dissolved in DMF (10 mL), and K2CO3 (0.69 g) and 4-(2-chloroethyl)morpholine hydrochloride (0.47 g) are added. The reaction mixture is heated to 90° C. for 2 h. Water is added and a dark solid formed, which is isolated by decanting the liquid. Column chromatography (elution with 1-5% MeOH/CHCl3) gave 0.183 g of a solid. Crystallization by dissolving in CH2Cl2 with a few d... Starting materials: CSC1CC(=O)N1CC(=O)CCCCCCCc1ccccc1, ClCCl, O=C(OO)c1cccc(Cl)c1. Yields the product CS(=O)C1CC(=O)N1CC(=O)CCCCCCCc1ccccc1. RXN SMILES: [CH3:1][S:2][CH:3]1[CH2:4][C:5](=[O:23])[N:6]1[CH2:7][C:8]([CH2:9][CH2:10][CH2:11][CH2:12][CH2:13][CH2:14][CH2:15][c:16]1[cH:17][cH:18][cH:19][cH:20][cH:21]1)=[O:22].[Cl:35][CH2:36][Cl:37].[OH:24][O:25][C:26]([c:27]1[cH:28][c:29]([Cl:30])[cH:31][cH:32][cH:33]1)=[O:34]>>[CH3:1][S:2]([CH:3]1[CH2:4][C:5](=[O:23])[N:6]1[CH2:7][C:8]([CH2:9][CH2:10][CH2:11][CH2:12][CH2:13][CH2:14][CH2:15][c:16]1[cH:17][cH:18][cH:19][cH:20][cH:21]1)=[O:22])=[O:24]. Reactants: ClC1=NC2=CC=C(C=C2C=C1C(=O)O)Cl (2,6-dichloro-quinoline-3-carboxylic acid), N[C@H](C(=O)O)CC1=CC=C(C=C1)OC1=NC=C(C=C1)Br ((S)-2-amino-3-[4-(5-bromo-pyridin-2-yloxy)-phenyl]-propionic acid). The solvent is CS(=O)C (DMSO). The product is BrC=1C=CC(=NC1)OC1=CC=C(C=C1)C[C@@H](C(=O)O)NC1=NC2=CC=C(C=C2C=C1C(=O)O)Cl (2-{(S)-2-[4-(5-Bromo-pyridin-2-yloxy)-phenyl]-1-carboxy-ethylamino}-6-chloro-quinoline-3-carboxylic acid). As a reaction SMILES: Cl[C:2]1[C:11]([C:12]([OH:14])=[O:13])=[CH:10][C:9]2[C:4](=[CH:5][CH:6]=[C:7]([Cl:15])[CH:8]=2)[N:3]=1.[NH2:16][C@@H:17]([CH2:21][C:22]1[CH:27]=[CH:26][C:25]([O:28][C:29]2[CH:34]=[CH:33][C:32]([Br:35])=[CH:31][N:30]=2)=[CH:24][CH:23]=1)[C:18]([OH:20])=[O:19]>CS(C)=O>[Br:35][C:32]1[CH:33]=[CH:34][C:29]([O:28][C:25]2[CH:24]=[CH:23][C:22]([CH2:21][C@H:17]([NH:16][C:2]3[C:11]([C:12]([OH:14])=[O:13])=[CH:10][C:9]4[C:4](=[CH:5][CH:6]=[C:7]([Cl:15])[CH:8]=4)[N:3]=3)[C:18]([OH:20])=[O:19])=[CH:27][CH:26]=2)=[N:30][CH:31]=1. Procedure details: In close analogy to the procedure described in Example 32; 2,6-dichloro-quinoline-3-carboxylic acid is reacted with (S)-2-amino-3-[4-(5-bromo-pyridin-2-yloxy)-phenyl]-propionic acid in DMSO to provide the title compound in good yield. Starting materials: O.CO (water methanol), Cl (hydrochloric acid), [OH-].[Li+] (Lithium hydroxide), CC(=CC(=O)OCC)C#C[Se]C1=CC=2C(CCC(C2C=C1)(C)C)(C)C (ethyl 3-methyl-5-(5,5,8,8-tetramethyl-5,6,7,8-tetrahydronaphthalen-2-ylselenyl)pent-2-en-4-ynoate). Run in C1CCOC1 (THF), C(C)OCC.O (ethyl ether water). Product: CC(=CC(=O)O)C#C[Se]C1=CC=2C(CCC(C2C=C1)(C)C)(C)C (3-Methyl-5-(5,5,8,8-tetramethyl-5,6,7,8-tetrahydronaphthalen-2-ylselenyl)pent-2-en-4-ynoic Acid). RXN SMILES: [OH-].[Li+].[CH3:3][C:4]([C:11]#[C:12][Se:13][C:14]1[CH:23]=[CH:22][C:21]2[C:20]([CH3:25])([CH3:24])[CH2:19][CH2:18][C:17]([CH3:27])([CH3:26])[C:16]=2[CH:15]=1)=[CH:5][C:6]([O:8]CC)=[O:7].O.CO.Cl>C1COCC1.C(OCC)C.O>[CH3:3][C:4]([C:11]#[C:12][Se:13][C:14]1[CH:23]=[CH:22][C:21]2[C:20]([CH3:25])([CH3:24])[CH2:19][CH2:18][C:17]([CH3:27])([CH3:26])[C:16]=2[CH:15]=1)=[CH:5][C:6]([OH:8])=[O:7] |f:0.1,3.4,7.8|. Procedure: Lithium hydroxide (500 mg) is added to a solution of ethyl 3-methyl-5-(5,5,8,8-tetramethyl-5,6,7,8-tetrahydronaphthalen-2-ylselenyl)pent-2-en-4-ynoate (500 mg, 1.24 mmol) in 10 ml of THF. 2 ml, of a water/methanol mixture (1/1) are added. The reaction medium is refluxed for 8 h. It is then poured into an ethyl ether/water mixture, acidified to pH 1 with concentrated hydrochloric acid solution and extracted with ethyl ether. After separation of the phases by settling, the organic phase is washed ...